Dataset: the Open Reaction Database (ORD), a public repository of structured organic reaction records. Task: describe an organic reaction: reactants, conditions, products, and yield Reactants: CN1CCN(C2(C)CCNCC2)CC1, Cc1cc(CC(OC(=O)N2CCC(N3CCc4ccccc4NC3=O)CC2)C(=O)O)cc(C)c1O. The product is Cc1cc(CC(OC(=O)N2CCC(N3CCc4ccccc4NC3=O)CC2)C(=O)N2CCC(C)(N3CCN(C)CC3)CC2)cc(C)c1O. RXN SMILES: [CH3:36][N:37]1[CH2:38][CH2:39][N:40]([C:43]2([CH3:49])[CH2:44][CH2:45][NH:46][CH2:47][CH2:48]2)[CH2:41][CH2:42]1.[O:1]=[C:2]1[NH:3][c:4]2[c:5]([cH:32][cH:33][cH:34][cH:35]2)[CH2:6][CH2:7][N:8]1[CH:9]1[CH2:10][CH2:11][N:12]([C:15](=[O:16])[O:17][CH:18]([CH2:19][c:20]2[cH:21][c:22]([CH3:28])[c:23]([OH:27])[c:24]([CH3:26])[cH:25]2)[C:29](=[O:30])[OH:31])[CH2:13][CH2:14]1>>[O:1]=[C:2]1[NH:3][c:4]2[c:5]([cH:32][cH:33][cH:34][cH:35]2)[CH2:6][CH2:7][N:8]1[CH:9]1[CH2:10][CH2:11][N:12]([C:15](=[O:16])[O:17][CH:18]([CH2:19][c:20]2[cH:21][c:22]([CH3:28])[c:23]([OH:27])[c:24]([CH3:26])[cH:25]2)[C:29](=[O:30])[N:46]2[CH2:45][CH2:44][C:43]([N:40]3[CH2:39][CH2:38][N:37]([CH3:36])[CH2:42][CH2:41]3)([CH3:49])[CH2:48][CH2:47]2)[CH2:13][CH2:14]1. Reactants: CC(C)(C)C(=O)c1ccc(Br)cc1, Cn1cccc1C#N. Product: Cn1c(C#N)ccc1-c1ccc(C(=O)C(C)(C)C)cc1. RXN SMILES: [Br:1][c:2]1[cH:3][cH:4][c:5]([C:8]([C:9]([CH3:10])([CH3:11])[CH3:12])=[O:13])[cH:6][cH:7]1.[CH3:14][n:15]1[c:16]([C:20]#[N:21])[cH:17][cH:18][cH:19]1>>[c:2]1(-[c:19]2[n:15]([CH3:14])[c:16]([C:20]#[N:21])[cH:17][cH:18]2)[cH:3][cH:4][c:5]([C:8]([C:9]([CH3:10])([CH3:11])[CH3:12])=[O:13])[cH:6][cH:7]1. The reactants are Cl, CCOC(=O)C(=O)c1cccc([N+](=O)[O-])c1, NO, O, c1ccncc1. Yields the product CCOC(=O)C(=NO)c1cccc([N+](=O)[O-])c1. RXN SMILES: [ClH:1].[N+:4](=[O:5])([O-:6])[c:7]1[cH:8][c:9]([C:13]([C:14](=[O:15])[O:16][CH2:17][CH3:18])=[O:19])[cH:10][cH:11][cH:12]1.[NH2:2][OH:3].[OH2:20].[cH:21]1[cH:22][cH:23][n:24][cH:25][cH:26]1>>[N:2]([OH:3])=[C:13]([c:9]1[cH:8][c:7]([N+:4](=[O:5])[O-:6])[cH:12][cH:11][cH:10]1)[C:14](=[O:15])[O:16][CH2:17][CH3:18]. Reactants: COC(\C=C\C1=NC(=CC=C1OC)C=O)=O (3-(6-formyl-3-methoxy-2-pyridyl)-(2E)-2-propenoic acid methyl ester). The reagents and catalysts are [Pd] (palladium). The solvent is O1CCCC1 (tetrahydrofuran), CO (methanol). The product is COC(CCC1=NC(=CC=C1OC)CO)=O (3-(6-hydroxymethyl-3-methoxy-2-pyridyl)-propionic acid methyl ester). Yield: 98.2%. As a reaction SMILES: [CH3:1][O:2][C:3](=[O:16])/[CH:4]=[CH:5]/[C:6]1[C:11]([O:12][CH3:13])=[CH:10][CH:9]=[C:8]([CH:14]=[O:15])[N:7]=1>O1CCCC1.CO.[Pd]>[CH3:1][O:2][C:3](=[O:16])[CH2:4][CH2:5][C:6]1[C:11]([O:12][CH3:13])=[CH:10][CH:9]=[C:8]([CH2:14][OH:15])[N:7]=1. Procedure details: Under the conditions of example 1 C, a solution of 11 g of 3-(6-formyl-3-methoxy-2-pyridyl)-(2E)-2-propenoic acid methyl ester in 140 ml of tetrahydrofuran and 40 ml of methanol in the presence of 1.2 g of 10% palladium catalyst is hydrogenated on activated carbon and worked up. 11 g of 3-(6-hydroxymethyl-3-methoxy-2-pyridyl)-propionic acid methyl ester is obtained as oily crude product, which is reacted under the conditions of example 16 E with 78 g of manganese dioxide for 21/2 hours and is wo... Yields the product FC(CCS(=O)(=O)C(C(=O)OCC)CCSC(F)(F)F)(C(F)(F)F)F (Ethyl 2-(3,3,4,4,4-Pentafluoro-butane-1-sulfonyl)-4-trifluoromethylsulfanyl-butyrate). Starting materials: FC(CCS(=O)(=O)CC(=O)OCC)(C(F)(F)F)F (ethyl (3,3,4,4,4-pentafluoro-butane-1-sulfonyl)-acetate), FC(F)(F)SCCOS(=O)(=O)C(F)(F)F (trifluoro-methanesulfonic acid 2-trifluoromethylsulfanyl-ethyl ester), C([O-])([O-])=O.[K+].[K+] (potassium carbonate). The solvent is COCCOC (1,2-dimethoxyethane), O (H2O). Run at time 8 hour. Procedure details: A mixture of ethyl (3,3,4,4,4-pentafluoro-butane-1-sulfonyl)-acetate (J. Fluorine Chem. 1985, 28(4), 425-440) (2.00 g, 6.70 mmol), trifluoro-methanesulfonic acid 2-trifluoromethylsulfanyl-ethyl ester (1.50 g, 5.36 mmol), and potassium carbonate (2.77 g, 5.36 mmol) in 1,2-dimethoxyethane (100 mL) was stirred overnight at room temperature under nitrogen. The reaction mixture was diluted with H2O (200 mL) and extracted with ethyl acetate (2×150 mL). The combined organic extracts were washed with br... As a reaction SMILES: [F:1][C:2]([F:18])([C:14]([F:17])([F:16])[F:15])[CH2:3][CH2:4][S:5]([CH2:8][C:9]([O:11][CH2:12][CH3:13])=[O:10])(=[O:7])=[O:6].[F:19][C:20]([S:23][CH2:24][CH2:25]OS(C(F)(F)F)(=O)=O)([F:22])[F:21].C(=O)([O-])[O-].[K+].[K+]>COCCOC.O>[F:18][C:2]([F:1])([C:14]([F:15])([F:16])[F:17])[CH2:3][CH2:4][S:5]([CH:8]([CH2:25][CH2:24][S:23][C:20]([F:22])([F:21])[F:19])[C:9]([O:11][CH2:12][CH3:13])=[O:10])(=[O:6])=[O:7] |f:2.3.4|. Starting materials: O=P12OP3(=O)OP(=O)(O1)OP(=O)(O2)O3 (phosphorus pentoxide), CS(=O)(=O)O (methanesulphonic acid), COC1=C(C=C(C=C1)C)OC (1,2-dimethoxy-4-methylbenzene), CC1=C(C=CC=C1)S(=O)(=O)O (2-methylbenzenesulphonic acid). Solvent: ice water. Product: COC1=C(C=C(C(=C1)C)S(=O)(=O)C1=C(C=CC=C1)C)OC (1,2-dimethoxy-4-(2-methylphenylsulphonyl)-5-methylbenzene). As a reaction SMILES: O=P12OP3(OP(OP(O3)(O1)=O)(=O)O2)=O.CS(O)(=O)=O.[CH3:20][O:21][C:22]1[CH:27]=[CH:26][C:25]([CH3:28])=[CH:24][C:23]=1[O:29][CH3:30].[CH3:31][C:32]1[CH:37]=[CH:36][CH:35]=[CH:34][C:33]=1[S:38](O)(=[O:40])=[O:39]>>[CH3:30][O:29][C:23]1[CH:24]=[C:25]([CH3:28])[C:26]([S:38]([C:33]2[CH:34]=[CH:35][CH:36]=[CH:37][C:32]=2[CH3:31])(=[O:40])=[O:39])=[CH:27][C:22]=1[O:21][CH3:20]. Procedure: 50 g of phosphorus pentoxide are covered, by pouring, with 400 ml of methanesulphonic acid and the whole is stirred at 60° until a clear solution has formed. 30.4 g (0.2 mol) of 1,2-dimethoxy-4-methylbenzene and 43 g (0.2 mol) of 2-methylbenzenesulphonic acid (80% strength) are then added, and the internal temperature is increased to 80° for 30 minutes. The mixture is poured onto 4 liters of ice-water and extracted with ethyl acetate. The extract solution is washed twice with water, dried over s...